Dataset: the Open Reaction Database (ORD), a public repository of structured organic reaction records. Task: describe an organic reaction: reactants, conditions, products, and yield Reactants: COc1ccc(Cn2c(CC3CCN(Cc4ccccc4)CC3)nc3cccnc32)cc1, CO, [H][H]. The product is COc1ccc(Cn2c(CC3CCNCC3)nc3cccnc32)cc1. RXN SMILES: [CH3:1][O:2][c:3]1[cH:4][cH:5][c:6]([CH2:9][n:10]2[c:11]([CH2:19][CH:20]3[CH2:21][CH2:22][N:23]([CH2:26][c:27]4[cH:28][cH:29][cH:30][cH:31][cH:32]4)[CH2:24][CH2:25]3)[n:12][c:13]3[c:14]2[n:15][cH:16][cH:17][cH:18]3)[cH:7][cH:8]1.[CH3:35][OH:36].[H:33][H:34]>>[CH3:1][O:2][c:3]1[cH:4][cH:5][c:6]([CH2:9][n:10]2[c:11]([CH2:19][CH:20]3[CH2:21][CH2:22][NH:23][CH2:24][CH2:25]3)[n:12][c:13]3[c:14]2[n:15][cH:16][cH:17][cH:18]3)[cH:7][cH:8]1. The reactants are COC1=CC=C(C2=C1N=C(S2)NC(C2=CC(=NC=C2)C=C)=O)C2CCOCC2 (N-[4-methoxy-7-(tetrahydro-pyran-4-yl)-benzothiazol-2-yl]-2-vinyl-isonicotinamide). Reagents/catalysts: [Pd] (palladium on charcoal). The solvent is CO (methanol), ClCCl (dichloromethane). Reaction conditions: time 16 hour. The product is C(C)C=1C=C(C(=O)NC=2SC3=C(N2)C(=CC=C3C3CCOCC3)OC)C=CN1 (2-ethyl-N-[4-methoxy-7-(tetrahydro-pyran-4-yl)-benzothiazol-2-yl]-isonicotinamide). Isolated yield 87.5%. As a reaction SMILES: [CH3:1][O:2][C:3]1[C:8]2[N:9]=[C:10]([NH:12][C:13](=[O:22])[C:14]3[CH:19]=[CH:18][N:17]=[C:16]([CH:20]=[CH2:21])[CH:15]=3)[S:11][C:7]=2[C:6]([CH:23]2[CH2:28][CH2:27][O:26][CH2:25][CH2:24]2)=[CH:5][CH:4]=1>CO.ClCCl.[Pd]>[CH2:20]([C:16]1[CH:15]=[C:14]([CH:19]=[CH:18][N:17]=1)[C:13]([NH:12][C:10]1[S:11][C:7]2[C:6]([CH:23]3[CH2:24][CH2:25][O:26][CH2:27][CH2:28]3)=[CH:5][CH:4]=[C:3]([O:2][CH3:1])[C:8]=2[N:9]=1)=[O:22])[CH3:21]. Reported procedure: To a stirred solution of 90 mg (0.23 mmol) N-[4-methoxy-7-(tetrahydro-pyran-4-yl)-benzothiazol-2-yl]-2-vinyl-isonicotinamide in 10 ml methanol and 10 ml dichloromethane was added a spatula end of 10% palladium on charcoal and the mixture was then stirred for 16 h at room temperature under an atmosphere of hydrogen. The mixture was then filtered, washing with dichloromethane, and the filtrate concentrated in vacuo and triturated in ether to afford 80 mg (88%) 2-ethyl-N-[4-methoxy-7-(tetrahydro-py... The solvent is C(C)O (ethanol), O (water). Procedure details: A stirred solution of 10 g (0.02 mole) of the end product of Example 2 and 2 g (0.026 mole) of thiourea in 60 ml of ethanol, protected by a drying tube, was refluxed for 1 hr. The yellow solution was poured over ice and diluted with water. The pale yellow solid was collected by filtration, washed with water and air dried on the funnel to give the end product. Recrystallization of a sample from methanol/methylene chloride solution gave pale yellow crystals: mp 253°-255° C. Starting materials: C(C1=CC=CC=C1)(=O)C1=C(C=CC(=C1)Cl)C(C(CN1C(C2=CC=CC=C2C1=O)=O)Br)=O (2-[3-(2-Benzoyl-4-chlorophenyl)-2-bromo-3-oxopropyl]-1H-isoindole-1,3(2H)-dione), NC(=S)N (thiourea). As a reaction SMILES: [C:1]([C:9]1[CH:14]=[C:13]([Cl:15])[CH:12]=[CH:11][C:10]=1[C:16](=O)[CH:17](Br)[CH2:18][N:19]1[C:27](=[O:28])[C:26]2[C:21](=[CH:22][CH:23]=[CH:24][CH:25]=2)[C:20]1=[O:29])(=[O:8])[C:2]1[CH:7]=[CH:6][CH:5]=[CH:4][CH:3]=1.[NH2:32][C:33]([NH2:35])=[S:34]>C(O)C.O>[NH2:35][C:33]1[S:34][C:17]([CH2:18][N:19]2[C:20](=[O:29])[C:21]3[C:26](=[CH:25][CH:24]=[CH:23][CH:22]=3)[C:27]2=[O:28])=[C:16]([C:10]2[CH:11]=[CH:12][C:13]([Cl:15])=[CH:14][C:9]=2[C:1](=[O:8])[C:2]2[CH:3]=[CH:4][CH:5]=[CH:6][CH:7]=2)[N:32]=1. Product: NC=1SC(=C(N1)C1=C(C=C(C=C1)Cl)C(C1=CC=CC=C1)=O)CN1C(C2=CC=CC=C2C1=O)=O (2-{[2-Amino-4-(2-benzoyl-4-chlorophenyl)-5-thiazolyl]methyl}-1H-isoindole-1,3(2H)-dione).